From a dataset of the Open Reaction Database (ORD), a public repository of structured organic reaction records. describe an organic reaction: reactants, conditions, products, and yield The reactants are CS(=O)(=O)Cc1nccn1CCCCc1ccc(O)cc1, Fc1cc(C=Cc2nc(CCl)co2)ccc1Cl, [H-], [Na+]. Product: CS(=O)(=O)Cc1nccn1CCCCc1ccc(OCc2coc(C=Cc3ccc(Cl)c(F)c3)n2)cc1. As a reaction SMILES: [CH3:18][S:19](=[O:20])(=[O:21])[CH2:22][c:23]1[n:24]([CH2:28][CH2:29][CH2:30][CH2:31][c:32]2[cH:33][cH:34][c:35]([OH:38])[cH:36][cH:37]2)[cH:25][cH:26][n:27]1.[Cl:1][c:2]1[c:3]([F:17])[cH:4][c:5]([CH:8]=[CH:9][c:10]2[o:11][cH:12][c:13]([CH2:15][Cl:16])[n:14]2)[cH:6][cH:7]1.[H-:39].[Na+:40]>>[Cl:1][c:2]1[c:3]([F:17])[cH:4][c:5]([CH:8]=[CH:9][c:10]2[o:11][cH:12][c:13]([CH2:15][O:38][c:35]3[cH:34][cH:33][c:32]([CH2:31][CH2:30][CH2:29][CH2:28][n:24]4[c:23]([CH2:22][S:19]([CH3:18])(=[O:20])=[O:21])[n:27][cH:26][cH:25]4)[cH:37][cH:36]3)[n:14]2)[cH:6][cH:7]1. Reactants: CCOCCCN, Cc1ccccc1, O=CO, [K+], [K+], O=C([O-])[O-]. Yields the product CCOCCCNC=O. Reaction SMILES: [CH2:4]([CH3:5])[O:6][CH2:7][CH2:8][CH2:9][NH2:10].[CH3:17][c:18]1[cH:19][cH:20][cH:21][cH:22][cH:23]1.[CH:1](=[O:2])[OH:3].[K+:11].[K+:12].[O-:13][C:14]([O-:15])=[O:16]>>[CH:1](=[O:3])[NH:10][CH2:9][CH2:8][CH2:7][O:6][CH2:4][CH3:5]. Starting materials: C(=O)(O)[O-].[Na+] (NaHCO3), ClC1=C(C=CC(=C1[N+](=O)[O-])S(=O)(=O)C1=CC=C(C=C1)C(N(C)C)=O)NC([C@@](C(F)(F)F)(C)O)=O ((R)-N-{2-chloro-3-nitro-4-[4-(N,N-dimethylcarbamoyl)phenyl]sulphonylphenyl}-2-hydroxy-2-methyl-3,3,3-trifluoropropanamide). The reagents and catalysts are Cl (hydrochloric acid), [Fe] (Iron). Solvent: O (water), CCO (EtOH). Run at temperature 75 celsius, time 1.5 hour. Yields the product ClC1=C(C=CC(=C1N)S(=O)(=O)C1=CC=C(C=C1)C(N(C)C)=O)NC([C@@](C(F)(F)F)(C)O)=O ((R)-N-{2-Chloro-3-amino-4-[4-(N,N-dimethylcarbamoyl)phenyl]sulphonylphenyl}-2-hydroxy-2-methyl-3,3,3-trifluoropropanamide). Yield: 86.9%. Reaction SMILES: [Cl:1][C:2]1[C:7]([N+:8]([O-])=O)=[C:6]([S:11]([C:14]2[CH:19]=[CH:18][C:17]([C:20](=[O:24])[N:21]([CH3:23])[CH3:22])=[CH:16][CH:15]=2)(=[O:13])=[O:12])[CH:5]=[CH:4][C:3]=1[NH:25][C:26](=[O:34])[C@:27]([OH:33])([CH3:32])[C:28]([F:31])([F:30])[F:29].C([O-])(O)=O.[Na+]>Cl.O.CCO.[Fe]>[Cl:1][C:2]1[C:7]([NH2:8])=[C:6]([S:11]([C:14]2[CH:15]=[CH:16][C:17]([C:20](=[O:24])[N:21]([CH3:23])[CH3:22])=[CH:18][CH:19]=2)(=[O:12])=[O:13])[CH:5]=[CH:4][C:3]=1[NH:25][C:26](=[O:34])[C@:27]([OH:33])([CH3:32])[C:28]([F:30])([F:31])[F:29] |f:1.2|. Reported procedure: Iron (324 mg) and conc. hydrochloric acid (1 drop) was added to a suspension of (R)-N-{2-chloro-3-nitro-4-[4-(N,N-dimethylcarbamoyl)phenyl]sulphonylphenyl}-2-hydroxy-2-methyl-3,3,3-trifluoropropanamide (Example 63) (305 mg) in water (0.25 ml) and EtOH (1 ml). The mixture was stirred for 1.5 hours at 75° C. and allowed to cool to ambient temperature. Saturated NaHCO3 (10 ml) was added and the solution was extracted with EtOAc (100 ml). The extracts were washed with brine (40 ml) and dried. The vo... Starting materials: BrC1=CC=C(C=C1)[C@H]1CC(CC1)=O ((3R)-3-(4-Bromo-phenyl)-cyclopentanone), amine, ketone, Cl.FC1=C(C=C(C=C1)[C@@H](C)N)OC ((1R)-1-(4-fluoro-3-methoxyphenyl)ethylamine hydrochloride). The product is BrC1=CC=C(C=C1)[C@H]1C[C@H](CC1)N[C@H](C)C1=CC(=C(C=C1)F)OC ([(1S,3R)-3-(4-Bromo-phenyl)-cyclopentyl]-(1R)-[1-(4-fluoro-3-methoxy-phenyl)-ethyl]-amine). As a reaction SMILES: [Br:1][C:2]1[CH:7]=[CH:6][C:5]([C@@H:8]2[CH2:12][CH2:11][C:10](=O)[CH2:9]2)=[CH:4][CH:3]=1.Cl.[F:15][C:16]1[CH:21]=[CH:20][C:19]([C@H:22]([NH2:24])[CH3:23])=[CH:18][C:17]=1[O:25][CH3:26]>>[Br:1][C:2]1[CH:7]=[CH:6][C:5]([C@@H:8]2[CH2:12][CH2:11][C@H:10]([NH:24][C@@H:22]([C:19]3[CH:20]=[CH:21][C:16]([F:15])=[C:17]([O:25][CH3:26])[CH:18]=3)[CH3:23])[CH2:9]2)=[CH:4][CH:3]=1 |f:1.2|. Reported procedure: General procedure B was followed using (3R)-3-(4-Bromo-phenyl)-cyclopentanone as the ketone and (1R)-1-(4-fluoro-3-methoxyphenyl)ethylamine hydrochloride as the amine. The product was purified by flash chromatography (gradient of 20-80% EtOAc in heptane containing 2.5% NEt3), and the faster eluting peaks were collected to afford the title compound. 1H NMR (300 MHz, CDCl3) δ 7.37 (d, J=8.4 Hz, 2H), 7.10-6.94 (m, 4H), 6.85-6.78 (m, 1H), 3.90 (s, 3H), 3.83 (q, 1H), 3.12-3.00 (m, 1H), 2.96-2.81 (m, ... Starting materials: P(=O)(OCC1CC(=NO1)C1=CC=C(C=C1)Br)(OC(C)(C)C)OC(C)(C)C ([3-(4-Bromophenyl)-4,5-dihydroisoxazol-5-yl]methyl di-tert-butyl phosphate), O=C1O[C@H](CN1C1=CC=C(C=C1)[Sn](C)(C)C)CNC(C)=O (N-({(5S)-2-oxo-3-[4-(trimethylstannyl)phenyl]-1,3-oxazolidin-5-yl}methyl)acetamide), O1C(=CC=C1)P(C=1OC=CC1)C=1OC=CC1 (tri-2-furylphosphine), tris(dibenzylideneacetone)palladium (0). Solvent: O1CCOCC1 (1,4-dioxane). Conditions: temperature 90 celsius, time 5 hour. Product: P(=O)(OCC1CC(=NO1)C1=CC=C(C=C1)C1=CC=C(C=C1)N1C(O[C@H](C1)CNC(C)=O)=O)(OC(C)(C)C)OC(C)(C)C ([3-(4′-{(5S)-5-[(Acetylamino)methyl]-2-oxo-1,3-oxazolidin-3-yl}-1,1′-biphenyl-4-yl)-4,5-dihydroisoxazol-5-yl]methyl di-tert-butyl phosphate). Yield: 36.3%. Reaction SMILES: [P:1]([O:22][C:23]([CH3:26])([CH3:25])[CH3:24])([O:17][C:18]([CH3:21])([CH3:20])[CH3:19])([O:3][CH2:4][CH:5]1[O:9][N:8]=[C:7]([C:10]2[CH:15]=[CH:14][C:13](Br)=[CH:12][CH:11]=2)[CH2:6]1)=[O:2].[O:27]=[C:28]1[N:32]([C:33]2[CH:38]=[CH:37][C:36]([Sn](C)(C)C)=[CH:35][CH:34]=2)[CH2:31][C@H:30]([CH2:43][NH:44][C:45](=[O:47])[CH3:46])[O:29]1.O1C=CC=C1P(C1OC=CC=1)C1OC=CC=1>O1CCOCC1>[P:1]([O:22][C:23]([CH3:26])([CH3:25])[CH3:24])([O:17][C:18]([CH3:21])([CH3:20])[CH3:19])([O:3][CH2:4][CH:5]1[O:9][N:8]=[C:7]([C:10]2[CH:15]=[CH:14][C:13]([C:36]3[CH:35]=[CH:34][C:33]([N:32]4[CH2:31][C@H:30]([CH2:43][NH:44][C:45](=[O:47])[CH3:46])[O:29][C:28]4=[O:27])=[CH:38][CH:37]=3)=[CH:12][CH:11]=2)[CH2:6]1)=[O:2]. Procedure: [3-(4-Bromophenyl)-4,5-dihydroisoxazol-5-yl]methyl di-tert-butyl phosphate (0.25 g, 0.55 mmol), N-({(5S)-2-oxo-3-[4-(trimethylstannyl)phenyl]-1,3-oxazolidin-5-yl}methyl)acetamide (0.25 g, 0.66 mmol), tri-2-furylphosphine (0.026 g, 0.11 mmol) and tris(dibenzylideneacetone)palladium (0) (0.05 g, 0.55 mmol) were dissolved in 1,4-dioxane (5 ml) and degassed three times. The mixture was heated to 90° C. and stirred for 5 hr, then stirred at 25° C. for 12 hours. The solution was concentrated in vacuo ... Reactants: [H-].[Na+] (NaH), C1(CC1)C[C@@H](CO)NC(OC(C)(C)C)=O ((S)-tert-butyl 1-cyclopropyl-3-hydroxypropan-2-ylcarbamate), BrCCOC (1-Bromo-2-methoxyethane). The solvent is C1CCOC1 (THF). Run at time 20 minute. The product is C1(CC1)C[C@@H](COCCOC)NC(OC(C)(C)C)=O ((S)-tert-Butyl 1-cyclopropyl-3-(2-methoxyethoxy)propan-2-ylcarbamate). Isolated yield 49.3%. RXN SMILES: [H-].[Na+].[CH:3]1([CH2:6][C@H:7]([NH:10][C:11](=[O:17])[O:12][C:13]([CH3:16])([CH3:15])[CH3:14])[CH2:8][OH:9])[CH2:5][CH2:4]1.Br[CH2:19][CH2:20][O:21][CH3:22]>C1COCC1>[CH:3]1([CH2:6][C@H:7]([NH:10][C:11](=[O:17])[O:12][C:13]([CH3:14])([CH3:16])[CH3:15])[CH2:8][O:9][CH2:19][CH2:20][O:21][CH3:22])[CH2:5][CH2:4]1 |f:0.1|. Procedure details: NaH (70%, 0.504 g, 15 mmol) was added in portions to a solution of (S)-tert-butyl 1-cyclopropyl-3-hydroxypropan-2-ylcarbamate (1.6 g, 7.5 mmol) in THF (30 mL) at room temperature. The mixture was stirred at room temperature for 20 min. 1-Bromo-2-methoxyethane (2.07 g, 15 mmol) was added and stirring was continued for 2 h. The reaction was quenched by careful addition of H2O (5 mL). After evaporation of solvent the residue was diluted with ethyl acetate (20 mL) and H2O (20 mL). The organic layer ... Starting materials: O1C(CCCC1)C=1C=C(C=C(C1)OC1OCCCC1)C=CC=1C=C(C=CC1)CCCCCC(OC1OCCCC1)(C)C (2-[6-(3-{2-[3-(tetrahydropyran-2-yl)-5-(tetrahydropyran-2-yloxy)phenyl]-vinyl}phenyl)-1,1-dimethylhexyloxy]tetrahydropyran), C(C)(=O)O (acetic acid), C1CCOC1 (THF). Run in O (water). The product is OC(CCCCCC=1C=C(C=CC1)C=CC=1C=C(C=C(C1)O)O)(C)C (5-{2-[3-(6-Hydroxy-6-methylheptyl)phenyl]vinyl}-benzene-1,3-diol). As a reaction SMILES: O1CCCCC1C1[CH:8]=[C:9]([CH:20]=[CH:21][C:22]2[CH:23]=[C:24]([CH2:28][CH2:29][CH2:30][CH2:31][CH2:32][C:33]([CH3:42])([CH3:41])[O:34]C3CCCCO3)[CH:25]=[CH:26][CH:27]=2)C=C(OC2CCCCO2)C=1.C(O)(=[O:45])C.[CH2:47]1[CH2:51][O:50][CH2:49][CH2:48]1>O>[OH:34][C:33]([CH3:42])([CH3:41])[CH2:32][CH2:31][CH2:30][CH2:29][CH2:28][C:24]1[CH:23]=[C:22]([CH:21]=[CH:20][C:9]2[CH:8]=[C:51]([OH:50])[CH:47]=[C:48]([OH:45])[CH:49]=2)[CH:27]=[CH:26][CH:25]=1. Procedure details: In a manner similar to Example 8(k), by reacting 4.50 g (7.6 mmol) of 2-[6-(3-{2-[3-(tetrahydropyran-2-yl)-5-(tetrahydropyran-2-yloxy)phenyl]-vinyl}phenyl)-1,1-dimethylhexyloxy]tetrahydropyran with the solution of 100 ml of acetic acid, 50 ml of THF and 25 ml of water, and after purification on a silica column (ethyl acetate 50-heptane 50), beige crystals (m=1.23 g; Y=48%) are obtained. m.p.=98-100° C. The reactants are 5.68, NC1=C(C=C(C(=O)OC)C=C1)C (methyl 4-amino-3-methylbenzoate), ClN1C(CCC1=O)=O (N-chlorosuccinimide). Run in C(C)#N (acetonitrile). Conditions: time 8 hour. Yields the product NC1=C(C=C(C(=O)OC)C=C1C)Cl (methyl 4-amino-3-chloro-5-methylbenzoate). Reaction SMILES: [NH2:1][C:2]1[CH:11]=[CH:10][C:5]([C:6]([O:8][CH3:9])=[O:7])=[CH:4][C:3]=1[CH3:12].[Cl:13]N1C(=O)CCC1=O>C(#N)C>[NH2:1][C:2]1[C:3]([CH3:12])=[CH:4][C:5]([C:6]([O:8][CH3:9])=[O:7])=[CH:10][C:11]=1[Cl:13]. Procedure: In a 300 mL three-necked, round-bottomed flask fitted with a magnetic stirrer, condenser equipped with nitrogen inlet, and thermometer were placed 5.68 (25 mmole) of methyl 4-amino-3-methylbenzoate and 35 mL of acetonitrile. The flask was immersed in a preheated oil bath (oil bath temperature 70° C.) and 5.15 g (37.8 mmole) of N-chlorosuccinimide was added all at once. The resulting mixture was refluxed for 2 hours then cooled to room temperature to stand overnight. The reaction mixture was conc... Starting materials: O=[N+]([O-])c1cccc(S(=O)(=O)Cl)c1, O=[N+]([O-])c1ccccc1S(=O)(=O)Cl, Nc1cc(S(=O)(=O)O)cc2cc(S(=O)(=O)O)cc(S(=O)(=O)O)c12, [Na+], [Na+], O=C([O-])[O-], O. Product: O=[N+]([O-])c1cccc(S(=O)(=O)Nc2cc(S(=O)(=O)O)cc3cc(S(=O)(=O)O)cc(S(=O)(=O)O)c23)c1. Reaction SMILES: [N+:30](=[O:31])([O-:32])[c:33]1[cH:34][c:35]([S:39](=[O:40])(=[O:41])[Cl:42])[cH:36][cH:37][cH:38]1.[N+:43]([c:44]1[cH:45][cH:46][cH:47][cH:48][c:49]1[S:50]([Cl:51])(=[O:52])=[O:53])([O-:54])=[O:55].[NH2:1][c:2]1[cH:3][c:4]([S:20](=[O:21])(=[O:22])[OH:23])[cH:5][c:6]2[cH:7][c:8]([S:16](=[O:17])(=[O:18])[OH:19])[cH:9][c:10]([S:12](=[O:13])(=[O:14])[OH:15])[c:11]12.[Na+:24].[Na+:25].[O-:26][C:27](=[O:28])[O-:29].[OH2:56]>>[NH:1]([c:2]1[cH:3][c:4]([S:20](=[O:21])(=[O:22])[OH:23])[cH:5][c:6]2[cH:7][c:8]([S:16](=[O:17])(=[O:18])[OH:19])[cH:9][c:10]([S:12](=[O:13])(=[O:14])[OH:15])[c:11]12)[S:39]([c:35]1[cH:34][c:33]([N+:30](=[O:31])[O-:32])[cH:38][cH:37][cH:36]1)(=[O:40])=[O:41]. Starting materials: [Si](C)(C)(C(C)(C)C)O[C@H]1C(N(C[C@@H]1C1(CC1)C(=O)OCC)[C@@H](C)C1=CC=CC=C1)=S (3-(R)-Tert-butyldimethylsilyloxy-4-(S)-(1-ethoxycarbonylcyclopropyl)-1-[1-(S)-phenylethyl]-2-pyrrolidinethione). The reagents and catalysts are [Ni] (Raney nickel). Run in C(C)O (ethanol). Yields the product [Si](C)(C)(C(C)(C)C)O[C@@H]1CN(C[C@H]1C1(CC1)C(=O)OCC)[C@@H](C)C1=CC=CC=C1 (3-(S)-Tert-butyldimethylsilyloxy-4-(R)-(1-ethoxycarbonylcyclopropyl)-1-[1-(S)-phenylethyl]pyrrolidine). Isolated yield 74.0%. RXN SMILES: [Si:1]([O:8][C@@H:9]1[C@@H:13]([C:14]2([C:17]([O:19][CH2:20][CH3:21])=[O:18])[CH2:16][CH2:15]2)[CH2:12][N:11]([C@H:22]([C:24]2[CH:29]=[CH:28][CH:27]=[CH:26][CH:25]=2)[CH3:23])[C:10]1=S)([C:4]([CH3:7])([CH3:6])[CH3:5])([CH3:3])[CH3:2]>C(O)C.[Ni]>[Si:1]([O:8][C@H:9]1[C@H:13]([C:14]2([C:17]([O:19][CH2:20][CH3:21])=[O:18])[CH2:15][CH2:16]2)[CH2:12][N:11]([C@H:22]([C:24]2[CH:29]=[CH:28][CH:27]=[CH:26][CH:25]=2)[CH3:23])[CH2:10]1)([C:4]([CH3:5])([CH3:6])[CH3:7])([CH3:3])[CH3:2]. Procedure details: 3-(R)-Tert-butyldimethylsilyloxy-4-(S)-(1-ethoxycarbonylcyclopropyl)-1-[1-(S)-phenylethyl]-2-pyrrolidinethione (7.96 g, 17.74 mmol) was dissolved in anhydrous ethanol (490 ml), and the solution was mixed with Raney nickel (25 ml) and heated under reflux for 40 minutes. After removing the catalyst by celite filtration (ethanol washing), the resulting filtrate was concentrated under reduced pressure. The thus obtained residue was dissolved in chloroform (400 ml), washed with 10% ammonia water (300...